From a dataset of the Open Reaction Database (ORD), a public repository of structured organic reaction records. describe an organic reaction: reactants, conditions, products, and yield Reactants: [OH-].[K+] (potassium hydroxide), C(F)(F)(C(F)(F)C(F)(F)C(F)(F)C(F)(F)C(F)(F)F)I (C6F13I). Reagents/catalysts: [Br-].C(CCC)[P+](CCCC)(CCCC)CCCC (tetrabutylphosphonium bromide). Run in CO (methanol). Conditions: time 1 hour. Yields the product C(F)(F)C(F)(F)C(F)(F)C(F)(F)C(F)(F)C(F)(F)F (C6F13H). Yield: 93.1%. As a reaction SMILES: [OH-].[K+].[C:3](I)([C:6]([C:9]([C:12]([C:15]([C:18]([F:21])([F:20])[F:19])([F:17])[F:16])([F:14])[F:13])([F:11])[F:10])([F:8])[F:7])([F:5])[F:4]>[Br-].C([P+](CCCC)(CCCC)CCCC)CCC.CO>[CH:3]([C:6]([C:9]([C:12]([C:15]([C:18]([F:19])([F:20])[F:21])([F:16])[F:17])([F:13])[F:14])([F:11])[F:10])([F:8])[F:7])([F:5])[F:4] |f:0.1,3.4|. Procedure details: Into a 1 l four-necked flask equipped with a stirrer, a distillation apparatus-equipped refluxing condenser, a dropping funnel and a thermometer, 200 cc of methanol, 131 g of (1.1 mols) of 48% potassium hydroxide and 3 g of tetrabutylphosphonium bromide were charged. The reactor was heated to bring the internal temperature to 60° C. Then, 223 g (0.5 mol) of C6F13I was dropwise added thereto over a period of one hour. After completion of dropwise addition, heating and refluxing were continued for... Reagents/catalysts: O=[Pt]=O (platinium oxide). Procedure details: 49 mg (0.144 mmole) of Methyl 11-(3-hydroxymethyl-4-oxo-2-oxetanyl)-3,5,7-trimethyl-2,4-undecadienoate in 5 ml of EtOAc was added 3 mg of platinium oxide. This mixture was hydrogenated at room temperature and 1 atom for N30 minutes (NO. 144 mmole (1 eq) of hydrogen was consumed). The solution was filtered and the filtrate was concentrated to dryness afforded methyl 11-(3-hydroxymethyl-4-oxo-2-oxetanyl)-3,5,7-trimethyl-2-undecenoate. Run in CCOC(=O)C (EtOAc). Reaction SMILES: [OH:1][CH2:2][CH:3]1[C:6](=[O:7])[O:5][CH:4]1[CH2:8][CH2:9][CH2:10][CH2:11][CH:12]([CH3:24])[CH2:13][C:14]([CH3:23])=[CH:15][C:16]([CH3:22])=[CH:17][C:18]([O:20][CH3:21])=[O:19].[H][H]>CCOC(C)=O.O=[Pt]=O>[OH:1][CH2:2][CH:3]1[C:6](=[O:7])[O:5][CH:4]1[CH2:8][CH2:9][CH2:10][CH2:11][CH:12]([CH3:24])[CH2:13][CH:14]([CH3:23])[CH2:15][C:16]([CH3:22])=[CH:17][C:18]([O:20][CH3:21])=[O:19]. Product: OCC1C(OC1=O)CCCCC(CC(CC(=CC(=O)OC)C)C)C (methyl 11-(3-hydroxymethyl-4-oxo-2-oxetanyl)-3,5,7-trimethyl-2-undecenoate). Starting materials: OCC1C(OC1=O)CCCCC(CC(=CC(=CC(=O)OC)C)C)C (Methyl 11-(3-hydroxymethyl-4-oxo-2-oxetanyl)-3,5,7-trimethyl-2,4-undecadienoate), [H][H] (hydrogen). Reaction SMILES: [CH3:1][N:2]1[CH2:7][CH2:6][C:5](=O)[CH2:4][CH2:3]1.[CH3:9][CH2:10][O:11][C:12]([CH2:14]P(OCC)(OCC)=O)=[O:13].[H-].[Na+]>C1C=CC=CC=1>[CH2:10]([O:11][C:12](=[O:13])[CH2:14][CH:5]1[CH2:6][CH2:7][N:2]([CH3:1])[CH2:3][CH2:4]1)[CH3:9] |f:2.3|. Product: C(C)OC(CC1CCN(CC1)C)=O (2-(1-Methyl-piperid-4-yl)-ethanoic acid ethyl ester). Procedure details: 2-(1-Methyl-piperid-4-yl)-ethanoic acid ethyl ester is prepared from 1-methyl-piperid4-one (1 equiv), triethyl phosphono acetate (1 equiv) and NaH (1.1 equiv) in benzene followed by reduction of the alkene bond according to the procedure of Cignarella etc. (J Heterocyclic Chem 1993, 30 (5), 1337-1340). Solvent: C1=CC=CC=C1 (benzene). Starting materials: CN1CCC(CC1)=O (1-methyl-piperid4-one), CCOC(=O)CP(=O)(OCC)OCC (triethyl phosphono acetate), [H-].[Na+] (NaH), Heterocyclic, ( 5 ). Starting materials: CCOC(=O)N1CCC(Nc2nc3ccccc3n2CCO[Si](C)(C)C(C)(C)C)CC1, O=C([O-])O, CO, [F-], [NH4+], [Na+]. Product: CCOC(=O)N1CCC(Nc2nc3ccccc3n2CCO)CC1. RXN SMILES: [C:1]([Si:2]([CH3:3])([CH3:4])[O:6][CH2:7][CH2:8][n:9]1[c:10]([NH:18][CH:19]2[CH2:20][CH2:21][N:22]([C:25](=[O:26])[O:27][CH2:28][CH3:29])[CH2:23][CH2:24]2)[n:11][c:12]2[c:13]1[cH:14][cH:15][cH:16][cH:17]2)([CH3:5])([CH3:30])[CH3:31].[C:34](=[O:35])([OH:36])[O-:37].[CH3:39][OH:40].[F-:32].[NH4+:33].[Na+:38]>>[OH:6][CH2:7][CH2:8][n:9]1[c:10]([NH:18][CH:19]2[CH2:20][CH2:21][N:22]([C:25](=[O:26])[O:27][CH2:28][CH3:29])[CH2:23][CH2:24]2)[n:11][c:12]2[c:13]1[cH:14][cH:15][cH:16][cH:17]2. Reactants: C(CCCCC(=O)OC)(=O)OC (dimethyl adipate), C(C)#N (acetonitrile), [OH-].[Na+] (sodium hydroxide). Run in O (water). The product is C(CCCCC(=O)[O-])(=O)[O-].[Na+].[Na+] (disodium adipate). RXN SMILES: [C:1]([O:11]C)(=[O:10])[CH2:2][CH2:3][CH2:4][CH2:5][C:6]([O:8]C)=[O:7].C(#N)C.[OH-].[Na+:17]>O>[C:1]([O-:11])(=[O:10])[CH2:2][CH2:3][CH2:4][CH2:5][C:6]([O-:8])=[O:7].[Na+:17].[Na+:17] |f:2.3,5.6.7|. Reported procedure: 17.4 Grams (0.1 mole) of dimethyl adipate are dissolved in 100 mls. of acetonitrile and heated to 70° C. 8.2 Grams (0.2 mole) of sodium hydroxide dissolved in 6.0 g. of water are added to the reaction mixture. The reaction mixture is stirred at reflux temperature for 18 hours. The resulting solution is filtered hot and the solids are air dried to yield disodium adipate as the reaction product. The reactants are OC=1C2=CC(C(N=C2C(=CC1)C)=O)(C)C (5-hydroxy-3,3,8-trimethylcarbostyril), ClCC(=C)C (3-chloro-2-methyl-1-propene), C([O-])([O-])=O.[K+].[K+] (potassium carbonate). The solvent is CCOCC (ether). Yields the product CC(CC1=C(C2=CC(C(N=C2C(=C1)C)=O)(C)C)O)=C (6-(2-Methyl-2-propenyl)-5-hydroxy-3,3,8-trimethylcarbostyril). Yield: 54.9%. As a reaction SMILES: [OH:1][C:2]1[C:3]2[C:8]([C:9]([CH3:12])=[CH:10][CH:11]=1)=[N:7][C:6](=[O:13])[C:5]([CH3:15])([CH3:14])[CH:4]=2.Cl[CH2:17][C:18]([CH3:20])=[CH2:19].C(=O)([O-])[O-].[K+].[K+]>CCOCC>[CH3:19][C:18](=[CH2:17])[CH2:20][C:11]1[CH:10]=[C:9]([CH3:12])[C:8]2[C:3](=[CH:4][C:5]([CH3:15])([CH3:14])[C:6](=[O:13])[N:7]=2)[C:2]=1[OH:1] |f:2.3.4|. Procedure: Using 5-hydroxy-3,3,8-trimethylcarbostyril (1.99 g, 9.69 mmol), 3-chloro-2-methyl-1-propene (1.08 g, 12.0 mmol), and potassium carbonate (2.67 g, 19.38 mmol), the procedure of Reference Example 41 was followed (reaction and post-treatment) to obtain 2.43 g of a crude ether. The obtained crude (2.43 g) was allowed to react and post-treated in a manner similar to that Reference Example 47, followed by purifying by silica gel column chromatography(ether:hexane =1:1). As a result, 1.37 g of the titl...